From a dataset of the Open Reaction Database (ORD), a public repository of structured organic reaction records. describe an organic reaction: reactants, conditions, products, and yield The product is COC(=O)CCc1oc(-n2ccnc2C)nc1-c1ccc(Cl)c(Cl)c1. Reaction SMILES: [C:27](=[O:28])([O-:29])[O-:30].[CH3:21][c:22]1[nH:23][cH:24][cH:25][n:26]1.[CH3:33][N:34]([CH3:35])[CH:36]=[O:37].[Cl:1][c:2]1[o:3][c:4]([CH2:15][CH2:16][C:17](=[O:18])[O:19][CH3:20])[c:5](-[c:7]2[cH:8][c:9]([Cl:14])[c:10]([Cl:13])[cH:11][cH:12]2)[n:6]1.[K+:31].[K+:32].[OH2:38]>>[c:2]1(-[n:23]2[c:22]([CH3:21])[n:26][cH:25][cH:24]2)[o:3][c:4]([CH2:15][CH2:16][C:17](=[O:18])[O:19][CH3:20])[c:5](-[c:7]2[cH:8][c:9]([Cl:14])[c:10]([Cl:13])[cH:11][cH:12]2)[n:6]1. The reactants are O=C([O-])[O-], Cc1ncc[nH]1, CN(C)C=O, COC(=O)CCc1oc(Cl)nc1-c1ccc(Cl)c(Cl)c1, [K+], [K+], O. The reactants are NC1=NN(N=C1)C1=CC(=CC=C1)CO (4-amino-2-(3-hydroxymethylphenyl)-1,2,3-triazole), FC(CN=C=S)(F)F (2,2,2-trifluoroethylisothiocyanate). Run in C(C)#N (acetonitrile). Conditions: time 8 hour. The product is FC(CNC(NC1=NN(N=C1)C1=CC(=CC=C1)CO)=S)(F)F (4-[3-(2,2,2-trifluoroethyl)thioureido]-2-(3-hydroxymethylphenyl)-1,2,3-triazole). RXN SMILES: [NH2:1][C:2]1[CH:6]=[N:5][N:4]([C:7]2[CH:12]=[CH:11][CH:10]=[C:9]([CH2:13][OH:14])[CH:8]=2)[N:3]=1.[F:15][C:16]([F:22])([F:21])[CH2:17][N:18]=[C:19]=[S:20]>C(#N)C>[F:15][C:16]([F:22])([F:21])[CH2:17][NH:18][C:19](=[S:20])[NH:1][C:2]1[CH:6]=[N:5][N:4]([C:7]2[CH:12]=[CH:11][CH:10]=[C:9]([CH2:13][OH:14])[CH:8]=2)[N:3]=1. Procedure: A mixture of this sample of unpurified 4-amino-2-(3-hydroxymethylphenyl)-1,2,3-triazole, 2,2,2-trifluoroethylisothiocyanate (0.202 g.) and acetonitrile (5 ml.) was kept at room temperature overnight. The mixture was evaporated to leave a residue of unpurified 4-[3-(2,2,2-trifluoroethyl)thioureido]-2-(3-hydroxymethylphenyl)-1,2,3-triazole which was used without further purification. The reactants are O=C1CCC(=O)N1Br, COC(=O)C(C)(C)c1ccc(C)cc1, ClC(Cl)(Cl)Cl, CC(C)(C#N)N=NC(C)(C)C#N. Yields the product COC(=O)C(C)(C)c1ccc(CBr)cc1. Reaction SMILES: [Br:15][N:16]1[C:17](=[O:18])[CH2:19][CH2:20][C:21]1=[O:22].[CH3:1][O:2][C:3]([C:4]([CH3:5])([c:6]1[cH:7][cH:8][c:9]([CH3:12])[cH:10][cH:11]1)[CH3:13])=[O:14].[Cl:35][C:36]([Cl:37])([Cl:38])[Cl:39].[N:23]([C:24]([CH3:25])([CH3:26])[C:27]#[N:28])=[N:29][C:30]([CH3:31])([CH3:32])[C:33]#[N:34]>>[CH3:1][O:2][C:3]([C:4]([CH3:5])([c:6]1[cH:7][cH:8][c:9]([CH2:12][Br:15])[cH:10][cH:11]1)[CH3:13])=[O:14]. Starting materials: N(=O)[O-].[Na+] (sodium nitrite), F (hydrogen fluoride), stainless steel, NC=1C(=NC=C(C1)Cl)Cl (3-amino-2,5-dichloropyridine). Run at time 1.5 hour. The product is ClC1=NC=C(C=C1F)Cl (2,5-dichloro-3-fluoropyridine). As a reaction SMILES: [FH:1].N[C:3]1[C:4]([Cl:10])=[N:5][CH:6]=[C:7]([Cl:9])[CH:8]=1.N([O-])=O.[Na+]>>[Cl:10][C:4]1[C:3]([F:1])=[CH:8][C:7]([Cl:9])=[CH:6][N:5]=1 |f:2.3|. Procedure: To 450 ml (22.5 mol) of hydrogen fluoride in a stainless steel reaction vessel are added at a temperature of -5° to -1°, 163 g (1.0 mol) of 3-amino-2,5-dichloropyridine. Then there are added while stirring at the same temperature 82.8 g (1.2 mol) of sodium nitrite into the solution. The reaction mixture is stirred for 1.5 hours at -5° to -1°, then the temperature is slowly raised to +60° C. After the evolution of gas has ceased, the hydrogen fluoride is distilled off and the residue is taken up ... The reactants are BrC1=CC(=C(C=C1)C(=O)N1CCN(CC1)C1=NC=C(C=C1C)C)C ((4-bromo-2-methylphenyl)[4-(3,5-dimethylpyridin-2-yl)piperazin-1-yl]methanone), C[C@H]1NC(OC1)=O ((R)-4-methyloxazolidin-2-one). The product is CC=1C(=NC=C(C1)C)N1CCN(CC1)C(=O)C1=C(C=C(C=C1)N1C(OC[C@H]1C)=O)C ((R)-3-{4-[4-(3,5-dimethylpyridin-2-yl)piperazine-1-carbonyl]-3-methylphenyl}-4-methyloxazolidin-2-one). The yield is 9.5%. Reaction SMILES: Br[C:2]1[CH:7]=[CH:6][C:5]([C:8]([N:10]2[CH2:15][CH2:14][N:13]([C:16]3[C:21]([CH3:22])=[CH:20][C:19]([CH3:23])=[CH:18][N:17]=3)[CH2:12][CH2:11]2)=[O:9])=[C:4]([CH3:24])[CH:3]=1.[CH3:25][C@@H:26]1[CH2:30][O:29][C:28](=[O:31])[NH:27]1>>[CH3:22][C:21]1[C:16]([N:13]2[CH2:14][CH2:15][N:10]([C:8]([C:5]3[CH:6]=[CH:7][C:2]([N:27]4[C@H:26]([CH3:25])[CH2:30][O:29][C:28]4=[O:31])=[CH:3][C:4]=3[CH3:24])=[O:9])[CH2:11][CH2:12]2)=[N:17][CH:18]=[C:19]([CH3:23])[CH:20]=1. Reported procedure: By reaction and treatment in the same manner as in Example 1 and using (4-bromo-2-methylphenyl)[4-(3,5-dimethylpyridin-2-yl)piperazin-1-yl]methanone (822 mg) described in Preparation Example 67 and (R)-4-methyloxazolidin-2-one (364 mg) described in Preparation Example 25, the title compound (82 mg) was obtained. The yield is 62.0%. Reactants: C(C)(C)OC(=O)N1C(C(NC2=CC=CN=C12)=O)C1=CC=CC=C1 (4-isopropoxycarbonyl-3-(R,S)-phenyl-3,4-dihydro-1,4,5-triazanaphthalen-2(1H)-one), COC=1C=CC(=CC1)P2(=S)SP(=S)(S2)C=3C=CC(=CC3)OC (Lawesson's reagent). The product is C(C)(C)OC(=O)N1C(C(NC2=CC=CN=C12)=S)C1=CC=CC=C1 (4-isopropoxycarbonyl-3-(R,S)-phenyl-3,4-dihydro-1,4,5-triazanaphthalene-2(1H)-thione). Reaction SMILES: [CH:1]([O:4][C:5]([N:7]1[C:16]2[C:11](=[CH:12][CH:13]=[CH:14][N:15]=2)[NH:10][C:9](=O)[CH:8]1[C:18]1[CH:23]=[CH:22][CH:21]=[CH:20][CH:19]=1)=[O:6])([CH3:3])[CH3:2].COC1C=CC(P2(SP(C3C=CC(OC)=CC=3)(=S)S2)=[S:33])=CC=1>>[CH:1]([O:4][C:5]([N:7]1[C:16]2[C:11](=[CH:12][CH:13]=[CH:14][N:15]=2)[NH:10][C:9](=[S:33])[CH:8]1[C:18]1[CH:23]=[CH:22][CH:21]=[CH:20][CH:19]=1)=[O:6])([CH3:3])[CH3:2]. Reported procedure: 200 mg (0.64 mmol) of 4-isopropoxycarbonyl-3-(R,S)-phenyl-3,4-dihydro-1,4,5-triazanaphthalen-2(1H)-one were reacted with 400 mg of Lawesson's reagent in analogy to Example 20 (reaction conditions: 10 hours at 80° C. The crude product was concentrated and chromatographed on silica gel (ethyl acetate/n-heptane=1:2). 130 mg (62%) of 4-isopropoxycarbonyl-3-(R,S)-phenyl-3,4-dihydro-1,4,5-triazanaphthalene-2(1H)-thione, of melting point 188°-189° C., were obtained.